This data is from the Open Reaction Database (ORD), a public repository of structured organic reaction records. The task is: describe an organic reaction: reactants, conditions, products, and yield Starting materials: OC1=C(C(=O)O)C=CC(=C1)O (2,4-Dihydroxybenzoic acid), S(O)(O)(=O)=O (sulfuric acid). The solvent is C(CCCCC)O (n-hexanol). Run at temperature 60 celsius. Yields the product OC1=C(C(=O)OCCCCCC)C=CC(=C1)O (n-hexyl 2,4-dihydroxybenzoate). As a reaction SMILES: [OH:1][C:2]1[CH:10]=[C:9]([OH:11])[CH:8]=[CH:7][C:3]=1[C:4]([OH:6])=[O:5].S(=O)(=O)(O)O>C(O)CCCCC>[OH:1][C:2]1[CH:10]=[C:9]([OH:11])[CH:8]=[CH:7][C:3]=1[C:4]([O:6][CH2:9][CH2:10][CH2:2][CH2:3][CH2:7][CH3:8])=[O:5]. Procedure details: 2,4-Dihydroxybenzoic acid (5 g) is added to 20 mL of n-hexanol. Concentrated sulfuric acid (5 mL) is added dropwise. The reaction mixture is heated at 60° C. for 6 days. Hexanol is removed under reduced pressure. The residue is recrystalized from methanol/water mixture. The crystals are collected, washed with cold methanol and dried. The reactants are ClC(Cl)Cl, O=C(Cl)CCl, c1c(N2CCCC2)nc(N2CCCC2)nc1N1CCNCC1. Product: O=C(CCl)N1CCN(c2cc(N3CCCC3)nc(N3CCCC3)n2)CC1. As a reaction SMILES: [CH:28]([Cl:29])([Cl:30])[Cl:31].[Cl:23][CH2:24][C:25](=[O:26])[Cl:27].[N:1]1([c:6]2[n:7][c:8]([N:18]3[CH2:19][CH2:20][CH2:21][CH2:22]3)[cH:9][c:10]([N:12]3[CH2:13][CH2:14][NH:15][CH2:16][CH2:17]3)[n:11]2)[CH2:2][CH2:3][CH2:4][CH2:5]1>>[N:1]1([c:6]2[n:7][c:8]([N:18]3[CH2:19][CH2:20][CH2:21][CH2:22]3)[cH:9][c:10]([N:12]3[CH2:13][CH2:14][N:15]([C:25]([CH2:24][Cl:23])=[O:26])[CH2:16][CH2:17]3)[n:11]2)[CH2:2][CH2:3][CH2:4][CH2:5]1.